Dataset: the Open Reaction Database (ORD), a public repository of structured organic reaction records. Task: describe an organic reaction: reactants, conditions, products, and yield Starting materials: C[O-].[Na+] (sodium methoxide), C(#N)C1=CC2=C(N(C=N2)C=2C=C3C=CNC3=CC2)C=C1 (5-cyano-1-(indol-5-yl)benzimidazole), C1(CCCCC1)=O (cyclohexanone). The solvent is CN(C=O)C (N,N-dimethylformamide). The product is C(#N)C1=CC2=C(N(C=N2)C=2C=C3C(=CNC3=CC2)C2=CCCCC2)C=C1 (5-Cyano-1-(3-(cyclohexen-1-yl)indol-5-yl)benzimidazole). Reaction SMILES: C[O-].[Na+].[C:4]([C:6]1[CH:23]=[CH:22][C:9]2[N:10]([C:13]3[CH:14]=[C:15]4[C:19](=[CH:20][CH:21]=3)[NH:18][CH:17]=[CH:16]4)[CH:11]=[N:12][C:8]=2[CH:7]=1)#[N:5].[C:24]1(=O)[CH2:29][CH2:28][CH2:27][CH2:26][CH2:25]1>CN(C)C=O>[C:4]([C:6]1[CH:23]=[CH:22][C:9]2[N:10]([C:13]3[CH:14]=[C:15]4[C:19](=[CH:20][CH:21]=3)[NH:18][CH:17]=[C:16]4[C:24]3[CH2:29][CH2:28][CH2:27][CH2:26][CH:25]=3)[CH:11]=[N:12][C:8]=2[CH:7]=1)#[N:5] |f:0.1|. Reported procedure: A solution of sodium methoxide (0.25 g, 4.6 mmol, 3 equivalents), 5-cyano-1-(indol-5-yl)benzimidazole (0.40 g, 1.54 mmol), and cyclohexanone (0.175 mL, 1.69 mmol, 1.1 equivalents) in N,N-dimethylformamide (8 mL) was heated at 130° C. under nitrogen for 12 hours. The solvent was removed by evaporation under reduced pressure, and the residue was partitioned between ethyl acetate (25 mL) and water (25 mL). The organic layer was separated, dried (MgSO4), and evaporated under reduced pressure. Column... As a reaction SMILES: CS[C:3]1[CH:12]=[CH:11][C:6]([O:7][CH2:8][CH2:9][OH:10])=[CH:5][CH:4]=1.Cl[C:14]1C(C2C=CC=CC=2)=C(C=CC=1)C(O)=O.[S:29](=[O:32])(O)[O-:30].[Na+]>C(Cl)Cl>[CH3:14][S:29]([C:3]1[CH:12]=[CH:11][C:6]([O:7][CH2:8][CH2:9][OH:10])=[CH:5][CH:4]=1)(=[O:32])=[O:30] |f:2.3|. Procedure: A solution of 14.1 g (0.77 mole) of 2-[4-(methylthio)phenoxy]ethanol (from Preparation 35) and 31.2 g (0.18 mole) of m-chlorophenylbenzoic acid in 800 ml of methylene chloride was stirred at room temperature overnight. A saturated, aqueous solution (300 ml) of sodium bisulfite was added, and the mixture was stirred at room temperature for 0.5 hr. The phases were separated, the mthylene chloride solution was dried over magnesium sulfate, and the volume reduced to approximately 100 ml in vacuo. n-... The product is CS(=O)(=O)C1=CC=C(OCCO)C=C1 (2-[4-(Methylsulfonyl)phenoxy]ethanol). Conditions: time 0.5 hour. Reactants: CSC1=CC=C(OCCO)C=C1 (2-[4-(methylthio)phenoxy]ethanol), ClC=1C(=C(C(=O)O)C=CC1)C1=CC=CC=C1 (m-chlorophenylbenzoic acid), S([O-])(O)=O.[Na+] (sodium bisulfite). Solvent: C(Cl)Cl (methylene chloride).